This data is from the Open Reaction Database (ORD), a public repository of structured organic reaction records. The task is: describe an organic reaction: reactants, conditions, products, and yield Starting materials: Cc1ccc(CC2CN(Cc3ccccc3)CCN2C(=O)c2cc(C(F)(F)F)cc(C(F)(F)F)c2)cc1O, CO, O=C[O-], [NH4+], O. Product: Cc1ccc(CC2CNCCN2C(=O)c2cc(C(F)(F)F)cc(C(F)(F)F)c2)cc1O. RXN SMILES: [CH2:3]([c:4]1[cH:5][cH:6][cH:7][cH:8][cH:9]1)[N:10]1[CH2:11][CH:12]([CH2:32][c:33]2[cH:34][c:35]([OH:40])[c:36]([CH3:39])[cH:37][cH:38]2)[N:13]([C:16]([c:17]2[cH:18][c:19]([C:27]([F:28])([F:29])[F:30])[cH:20][c:21]([C:23]([F:24])([F:25])[F:26])[cH:22]2)=[O:31])[CH2:14][CH2:15]1.[CH3:1][OH:2].[CH:41]([O-:42])=[O:43].[NH4+:44].[OH2:45]>>[NH:10]1[CH2:11][CH:12]([CH2:32][c:33]2[cH:34][c:35]([OH:40])[c:36]([CH3:39])[cH:37][cH:38]2)[N:13]([C:16]([c:17]2[cH:18][c:19]([C:27]([F:28])([F:29])[F:30])[cH:20][c:21]([C:23]([F:24])([F:25])[F:26])[cH:22]2)=[O:31])[CH2:14][CH2:15]1. The reactants are C[C@@H]1[C@H](NCC1)C(=O)O ((3S)-3-methyl-L-proline), Cl.O[C@@H]1[C@H](NCC1)C(=O)OCC (ethyl(3S)-3-hydroxy-L-prolinate hydrochloride). The product is Cl.C[C@@H]1[C@H](NCC1)CO ([(2S,3S)-3-Methyl-2-Pyrrolidinyl]Methanol Hydrochloride). Reaction SMILES: [CH3:1][C@H:2]1[CH2:6][CH2:5][NH:4][C@@H:3]1[C:7](O)=[O:8].[ClH:10].O[C@H]1CCN[C@@H]1C(OCC)=O>>[ClH:10].[CH3:1][C@H:2]1[CH2:6][CH2:5][NH:4][C@@H:3]1[CH2:7][OH:8] |f:1.2,3.4|. Procedure details: The title compound was prepared from (3S)-3-methyl-L-proline, using the methods used to prepare ethyl(3S)-3-hydroxy-L-prolinate hydrochloride. 1H NMR (400 MHz, DMSO-D6) δ ppm 1.1 (d, J=6.8 Hz, 3 H) 1.2 (t, J=6.8 Hz, 3 H) 1.6 (m, 1 H) 2.1 (m, 1 H) 2.3 (m, 1 H) 3.2 (m, 2 H) 3.8 (m, 1 H) 4.2 (m, 2 H) 4.7 (m, 1 H) 9.0 (s, 1 H) 10.4 (s, 1 H). Reactants: C(C)O (Ethyl alcohol), S1C(=NC2=C1C=CC=C2)S (2-benzothiazolethiol), C1(=CC=CC=C1)P(C1=CC=CC=C1)C1=CC=CC=C1 (triphenylphosphine). The solvent is O1CCCC1 (tetrahydrofuran). Conditions: temperature 0 celsius, time 1 hour. Product: C(C)SC=1SC2=C(N1)C=CC=C2 (2-(ethylthio)-1,3-benzothiazole). The yield is 104.3%. RXN SMILES: [CH2:1](O)[CH3:2].[S:4]1[C:8]2[CH:9]=[CH:10][CH:11]=[CH:12][C:7]=2[N:6]=[C:5]1[SH:13].C1(P(C2C=CC=CC=2)C2C=CC=CC=2)C=CC=CC=1>O1CCCC1>[CH2:8]([S:4][C:5]1[S:13][C:2]2[CH:1]=[CH:10][CH:11]=[CH:12][C:7]=2[N:6]=1)[CH3:9]. Procedure details: Ethyl alcohol (0.63 mL, 10.8 mmol), 2-benzothiazolethiol (2.0 g, 11.9 mmol) and triphenylphosphine (3.1 g, 11.9 mmol) were dissolved in tetrahydrofuran (50 mL) and cooled to 0° C. Then added diisopropylazadicarboxylate (2.3 mL, 11.9 mmol) and continued stirring for 1 hr. Upon completion, the reaction mixture was dried in vacuo, filtered through a plug of silica with 5% ethyl acetate in hexane and dried in vacuo again to yield 2-(ethylthio)-1,3-benzothiazole (2.2 g, HPLC RT=3.05 min.). LC-MS m/z=... The reactants are OC1CN(CC1)CC(=O)N[C@@H]1CN(CC1)C(=O)OC(C)(C)C ((S)-3-[2-(3-Hydroxypyrrolidin-1-yl)acetyl]amino-1-(tert-butoxycarbonyl)pyrrolidine), solution, FC(C(=O)O)(F)F (trifluoroacetic acid). The solvent is ClCCl (dichloromethane). Run at time 2 hour. The product is OC1CN(CC1)CC(=O)N[C@@H]1CNCC1 ((S)-3-[2-(3-Hydroxypyrrolidin-1-yl)acetyl]aminopyrrolidine), FC(C(=O)[O-])(F)F (trifluoroacetate). RXN SMILES: [OH:1][CH:2]1[CH2:6][CH2:5][N:4]([CH2:7][C:8]([NH:10][C@H:11]2[CH2:15][CH2:14][N:13](C(OC(C)(C)C)=O)[CH2:12]2)=[O:9])[CH2:3]1.[F:23][C:24]([F:29])([F:28])[C:25]([OH:27])=[O:26]>ClCCl>[OH:1][CH:2]1[CH2:6][CH2:5][N:4]([CH2:7][C:8]([NH:10][C@H:11]2[CH2:15][CH2:14][NH:13][CH2:12]2)=[O:9])[CH2:3]1.[F:23][C:24]([F:29])([F:28])[C:25]([O-:27])=[O:26]. Reported procedure: (S)-3-[2-(3-Hydroxypyrrolidin-1-yl)acetyl]amino-1-(tert-butoxycarbonyl)pyrrolidine (531 mg) prepared in Step A mentioned above was added with a 30% solution of trifluoroacetic acid in dichloromethane (8 ml), and the mixture was stirred at room temperature for 2 hours. The volatile components were evaporated under reduced pressure to obtain the title compound as trifluoroacetate (900 mg). Starting materials: SC1=NN=NN1C (5-mercapto-1-methyltetrazole), COC1=CC=C(C=C1)C1=CC=C(C=C1)S(=O)(=O)NC(C(=O)OC)CC1CO1 (methyl 2-[(4′-methoxy[1,1′-biphenyl]-4-yl)sulfonyl]amino-4,5-epoxypentanoate), compound 20. The product is COC1=CC=C(C=C1)C1=CC=C(C=C1)S(=O)(=O)NC(C(=O)O)CC(CSC1=NN=NN1C)O (2-[(4′-Methoxy[1,1′-biphenyl]-4-yl)sulfonyl]amino-4-hydroxy-5-[(1-methyl-1H-tetrazol-5-yl)thio]-pentanoic acid). RXN SMILES: [SH:1][C:2]1[N:6]([CH3:7])[N:5]=[N:4][N:3]=1.[CH3:8][O:9][C:10]1[CH:15]=[CH:14][C:13]([C:16]2[CH:21]=[CH:20][C:19]([S:22]([NH:25][CH:26]([CH2:31][CH:32]3[O:34][CH2:33]3)[C:27]([O:29]C)=[O:28])(=[O:24])=[O:23])=[CH:18][CH:17]=2)=[CH:12][CH:11]=1>>[CH3:8][O:9][C:10]1[CH:11]=[CH:12][C:13]([C:16]2[CH:17]=[CH:18][C:19]([S:22]([NH:25][CH:26]([CH2:31][CH:32]([OH:34])[CH2:33][S:1][C:2]3[N:6]([CH3:7])[N:5]=[N:4][N:3]=3)[C:27]([OH:29])=[O:28])(=[O:23])=[O:24])=[CH:20][CH:21]=2)=[CH:14][CH:15]=1. Procedure details: Example 30 is prepared from 5-mercapto-1-methyltetrazole and 1d using the procedure described for compound 20. Reactants: Cc1ccccc1CNC(=O)c1cncc(Cl)n1, CS(C)=O, CC(C)(C)OC(=O)N1CC2CCNC2C1, [Na+], [Na+], O=C([O-])[O-]. RXN SMILES: [CH3:1][c:2]1[c:3]([CH2:4][NH:5][C:6](=[O:7])[c:8]2[n:9][c:10]([Cl:14])[cH:11][n:12][cH:13]2)[cH:15][cH:16][cH:17][cH:18]1.[CH3:40][S:41]([CH3:42])=[O:43].[NH:19]1[CH:20]2[CH:21]([CH2:22][CH2:23]1)[CH2:24][N:25]([C:27](=[O:28])[O:29][C:30]([CH3:31])([CH3:32])[CH3:33])[CH2:26]2.[Na+:34].[Na+:35].[O-:36][C:37](=[O:38])[O-:39]>>[CH3:1][c:2]1[c:3]([CH2:4][NH:5][C:6](=[O:7])[c:8]2[n:9][c:10]([N:19]3[CH:20]4[CH:21]([CH2:22][CH2:23]3)[CH2:24][N:25]([C:27](=[O:28])[O:29][C:30]([CH3:31])([CH3:32])[CH3:33])[CH2:26]4)[cH:11][n:12][cH:13]2)[cH:15][cH:16][cH:17][cH:18]1. Product: Cc1ccccc1CNC(=O)c1cncc(N2CCC3CN(C(=O)OC(C)(C)C)CC32)n1. The reactants are C=O, CC(C)(C)C(N)=O, ClCCl, [Na+], [OH-]. RXN SMILES: [CH2:10]=[O:11].[CH3:1][C:2]([C:3](=[O:4])[NH2:5])([CH3:6])[CH3:7].[Cl:12][CH2:13][Cl:14].[Na+:9].[OH-:8]>>[CH3:1][C:2]([C:3](=[O:4])[NH:5][CH2:10][OH:8])([CH3:6])[CH3:7]. The product is CC(C)(C)C(=O)NCO. Reactants: C(CC(=O)OCC)(=O)OCC (diethyl malonate), [O-]CC.[Na+] (sodium ethoxide), Cl (hydrochloric acid), Cl.C(C1=CC=CC=C1)N1C(=NC=C1)CCl (1-benzyl-2-chloromethylimidazole hydrochloride). Solvent: C(C)O (ethanol), C(C)O (ethanol), C(C)O (ethanol), ice water. Reaction conditions: time 30 minute. Product: Cl.C(C1=CC=CC=C1)N1C(=NC=C1)CCC(=O)O (3-(1-benzylimidazol-2-yl)propionic acid hydrochloride). RXN SMILES: [C:1]([O:9]CC)(=[O:8])[CH2:2][C:3](OCC)=O.[O-]CC.[Na+].Cl.[CH2:17]([N:24]1[CH:28]=[CH:27][N:26]=[C:25]1C[Cl:30])[C:18]1[CH:23]=[CH:22][CH:21]=[CH:20][CH:19]=1.Cl>C(O)C>[ClH:30].[CH2:17]([N:24]1[CH:28]=[CH:27][N:26]=[C:25]1[CH2:3][CH2:2][C:1]([OH:9])=[O:8])[C:18]1[CH:19]=[CH:20][CH:21]=[CH:22][CH:23]=1 |f:1.2,3.4,7.8|. Reported procedure: A solution of diethyl malonate (57.8 g) in absolute ethanol (100 ml) was added to a stirred solution of sodium ethoxide in absolute ethanol (prepared from sodium (8.31 g) and absolute ethanol (150 ml)). The mixture was stirred at ambient temperature for 30 minutes. The mixture was cooled in ice water and a solution of 1-benzyl-2-chloromethylimidazole hydrochloride (25.0 g) in absolute ethanol (210 ml) was added over 30 minutes. The mixture was stirred at ambient temperature for 2 hours and then ... The reactants are C1(=CC=CC=C1)N1CCNCC1 (N-phenyl-piperazine), ClC=1N=CC2=C(N1)N(C=C(C2=O)C(=O)OCC)CC (2-chloro-5-oxo-6-carbethoxy-8-ethyl-5,8-dihydro-pyrido(2,3-d)-pyrimidine), Cl.C1(=CC=CC=C1)N1CCNCC1 (phenylpiperazine hydrochloride). The yield is 83.0%. The solvent is C1(=CC=CC=C1)C (toluene), C1(=CC=CC=C1)C (toluene), C(C)(=O)OCC (ethyl acetate). Procedure details: A solution of 3.2 g (0.02 mol) of N-phenyl-piperazine in 30 cm3 of toluene is added to 2.8 g (0.01 mol) of 2-chloro-5-oxo-6-carbethoxy-8-ethyl-5,8-dihydro-pyrido(2,3-d)-pyrimidine dissolved in 30 cm3 of toluene. Reaction takes place practically instantaneously with evolution of heat and the mixture sets solid due to formation of phenylpiperazine hydrochloride. The mixture is diluted with 100 cm3 of ethyl acetate, the solution is filtered, washed with water and dried (MgSO4) and the solvent is ev... Reaction SMILES: [C:1]1([N:7]2[CH2:12][CH2:11][NH:10][CH2:9][CH2:8]2)[CH:6]=[CH:5][CH:4]=[CH:3][CH:2]=1.Cl[C:14]1[N:15]=[CH:16][C:17]2[C:23](=[O:24])[C:22]([C:25]([O:27][CH2:28][CH3:29])=[O:26])=[CH:21][N:20]([CH2:30][CH3:31])[C:18]=2[N:19]=1.Cl.C1(N2CCNCC2)C=CC=CC=1>C1(C)C=CC=CC=1.C(OCC)(=O)C>[C:1]1([N:7]2[CH2:12][CH2:11][N:10]([C:14]3[N:15]=[CH:16][C:17]4[C:23](=[O:24])[C:22]([C:25]([O:27][CH2:28][CH3:29])=[O:26])=[CH:21][N:20]([CH2:30][CH3:31])[C:18]=4[N:19]=3)[CH2:9][CH2:8]2)[CH:6]=[CH:5][CH:4]=[CH:3][CH:2]=1 |f:2.3|. Yields the product C1(=CC=CC=C1)N1CCN(CC1)C=1N=CC2=C(N1)N(C=C(C2=O)C(=O)OCC)CC (2-(4'-phenyl-piperazino)-5-oxo-6-carbethoxy-8-ethyl-5,8-dihydro-pyrido(2,3-d)pyrimidine).